From a dataset of the Open Reaction Database (ORD), a public repository of structured organic reaction records. describe an organic reaction: reactants, conditions, products, and yield Starting materials: CC1(NC2CCCCC2C(C1)CCCCCC)CCCCCC (2-methyl-2,4-dihexyl decahydroquinoline), C1CO1 (ethylene oxide). Solvent: C(CCCCCCC)O (1-octanol). The product is OCCN1C(CC(C2CCCCC12)CCCCCC)(CCCCCC)C (1-(2'-hydroxyethyl)-2-methyl-2,4-dihexyl decahydroquinoline). Reaction SMILES: [CH3:1][C:2]1([CH2:18][CH2:19][CH2:20][CH2:21][CH2:22][CH3:23])[CH2:11][CH:10]([CH2:12][CH2:13][CH2:14][CH2:15][CH2:16][CH3:17])[CH:9]2[CH:4]([CH2:5][CH2:6][CH2:7][CH2:8]2)[NH:3]1.[CH2:24]1[O:26][CH2:25]1>C(O)CCCCCCC>[OH:26][CH2:25][CH2:24][N:3]1[CH:4]2[CH:9]([CH2:8][CH2:7][CH2:6][CH2:5]2)[CH:10]([CH2:12][CH2:13][CH2:14][CH2:15][CH2:16][CH3:17])[CH2:11][C:2]1([CH3:1])[CH2:18][CH2:19][CH2:20][CH2:21][CH2:22][CH3:23]. Procedure: Following the above procedures, 25 grams of 2-methyl-2,4-dihexyl decahydroquinoline in 50 milliliters of 1-octanol was reacted with ethylene oxide at 200° C. for 8 hours to yield 1-(2'-hydroxyethyl)-2-methyl-2,4-dihexyl decahydroquinoline which had a boiling point at 192° C. at 0.7 mm Hg. The products NMR and infrared spectra were consistent with the desired product. Starting materials: ClC1=C(C=CC=C1)C(C1=C(C=CC(=C1)[N+](=O)[O-])N1C(=NN=C1CN(C)C)CO)=O (2'-chloro-5-nitro-2-[3-(hydroxymethyl)-5-[(dimethylamino)methyl]-4H-1,2,4-triazol-4-yl]benzophenone), CS(=O)(=O)Cl (methanesulfonyl chloride), C(C#C)N (propargylamine). Yields the product ClC1=C(C=CC=C1)C(C1=C(C=CC(=C1)[N+](=O)[O-])N1C(=NN=C1CN(C)C)CNCC#C)=O (2'-chloro-5-nitro-2-[3-[[(2-propynyl)amino]methyl]-5-[(dimethylamino)methyl]-4H-1,2,4-triazol-4-yl]benzophenone). Reaction SMILES: [Cl:1][C:2]1[CH:7]=[CH:6][CH:5]=[CH:4][C:3]=1[C:8](=[O:29])[C:9]1[CH:14]=[C:13]([N+:15]([O-:17])=[O:16])[CH:12]=[CH:11][C:10]=1[N:18]1[C:22]([CH2:23][N:24]([CH3:26])[CH3:25])=[N:21][N:20]=[C:19]1[CH2:27]O.CS(Cl)(=O)=O.[CH2:35]([NH2:38])[C:36]#[CH:37]>>[Cl:1][C:2]1[CH:7]=[CH:6][CH:5]=[CH:4][C:3]=1[C:8](=[O:29])[C:9]1[CH:14]=[C:13]([N+:15]([O-:17])=[O:16])[CH:12]=[CH:11][C:10]=1[N:18]1[C:22]([CH2:23][N:24]([CH3:26])[CH3:25])=[N:21][N:20]=[C:19]1[CH2:27][NH:38][CH2:35][C:36]#[CH:37]. Procedure: In the manner given in Example 47, 2'-chloro-5-nitro-2-[3-(hydroxymethyl)-5-[(dimethylamino)methyl]-4H-1,2,4-triazol-4-yl]benzophenone is treated first with methanesulfonyl chloride followed by propargylamine, to give 2'-chloro-5-nitro-2-[3-[[(2-propynyl)amino]methyl]-5-[(dimethylamino)methyl]-4H-1,2,4-triazol-4-yl]benzophenone.